This data is from the Open Reaction Database (ORD), a public repository of structured organic reaction records. The task is: describe an organic reaction: reactants, conditions, products, and yield Run in CC(=O)C (acetone). Yields the product C(C)[C@@H]1[C@@H]([C@]2(C)[C@@H](C1)[C@@H]1CCC3=CC(CC[C@@H]3[C@H]1CC2)=O)OC(COC(CCCCC)=O)=O (16β-Ethyl-17β-n-hexanoyloxyacetoxy-4-estren-3-one). As a reaction SMILES: [CH2:1]([C@H:3]1[CH2:8][C@H:7]2[C@H:9]3[C@H:18]([CH2:19][CH2:20][C@:5]2([CH3:6])[C@H:4]1[O:22][C:23](=[O:26])[CH2:24]Br)[C@@H:17]1[C:12](=[CH:13][C:14](=[O:21])[CH2:15][CH2:16]1)[CH2:11][CH2:10]3)[CH3:2].[C:27]([O-:34])(=[O:33])[CH2:28][CH2:29][CH2:30][CH2:31][CH3:32].[Na+]>CC(C)=O>[CH2:1]([C@H:3]1[CH2:8][C@H:7]2[C@H:9]3[C@H:18]([CH2:19][CH2:20][C@:5]2([CH3:6])[C@H:4]1[O:22][C:23](=[O:26])[CH2:24][O:34][C:27](=[O:33])[CH2:28][CH2:29][CH2:30][CH2:31][CH3:32])[C@@H:17]1[C:12](=[CH:13][C:14](=[O:21])[CH2:15][CH2:16]1)[CH2:11][CH2:10]3)[CH3:2] |f:1.2|. Isolated yield 77.5%. Reactants: C(C)[C@@H]1[C@@H]([C@]2(C)[C@@H](C1)[C@@H]1CCC3=CC(CC[C@@H]3[C@H]1CC2)=O)OC(CBr)=O (16β-ethyl-17β-bromoacetoxy-4-estren-3-one), C(CCCCC)(=O)[O-].[Na+] (sodium n-hexanoate). Procedure details: In 150 ml of 50% aqueous acetone are dissolved 5.0 g of 16β-ethyl-17β-bromoacetoxy-4-estren-3-one and 2.5 g of sodium n-hexanoate and the solution is refluxed for 6 hours. The solvent is distilled off under reduced pressure and the residue is extracted with 300 ml of ethyl acetate. The organic layer is separated, washed with water and saturated aqueous sodium chloride solution and dried over anhydrous magnesium sulfate. The solvent is then distilled off under reduced pressure and the residue is ... Reported procedure: Prepared according to the procedure described in Example 110, Step 3, using 5-(4-bromo-phenyl)-4-(2,2-difluoro-4-phenyl-butyl)-3-methyl-isoxazole and {1-[4-(4,4,5,5-tetramethyl-[1,3,2]dioxaborolan-2-yl)-phenyl]-cyclopropyl}-acetic acid ethyl ester. Product: C(C)OC(CC1(CC1)C1=CC=C(C=C1)C1=CC=C(C=C1)C1=C(C(=NO1)C)CC(CCC1=CC=CC=C1)(F)F)=O ((1-{4′-[4-(2,2-Difluoro-4-phenyl-butyl)-3-methyl-isoxazol-5-yl]-biphenyl-4-yl}-cyclopropyl)-acetic acid ethyl ester). Reactants: BrC1=CC=C(C=C1)C1=C(C(=NO1)C)CC(CCC1=CC=CC=C1)(F)F (5-(4-bromo-phenyl)-4-(2,2-difluoro-4-phenyl-butyl)-3-methyl-isoxazole), C(C)OC(CC1(CC1)C1=CC=C(C=C1)B1OC(C(O1)(C)C)(C)C)=O ({1-[4-(4,4,5,5-tetramethyl-[1,3,2]dioxaborolan-2-yl)-phenyl]-cyclopropyl}-acetic acid ethyl ester). RXN SMILES: Br[C:2]1[CH:7]=[CH:6][C:5]([C:8]2[O:12][N:11]=[C:10]([CH3:13])[C:9]=2[CH2:14][C:15]([F:25])([F:24])[CH2:16][CH2:17][C:18]2[CH:23]=[CH:22][CH:21]=[CH:20][CH:19]=2)=[CH:4][CH:3]=1.[CH2:26]([O:28][C:29](=[O:49])[CH2:30][C:31]1([C:34]2[CH:39]=[CH:38][C:37](B3OC(C)(C)C(C)(C)O3)=[CH:36][CH:35]=2)[CH2:33][CH2:32]1)[CH3:27]>>[CH2:26]([O:28][C:29](=[O:49])[CH2:30][C:31]1([C:34]2[CH:39]=[CH:38][C:37]([C:2]3[CH:7]=[CH:6][C:5]([C:8]4[O:12][N:11]=[C:10]([CH3:13])[C:9]=4[CH2:14][C:15]([F:25])([F:24])[CH2:16][CH2:17][C:18]4[CH:23]=[CH:22][CH:21]=[CH:20][CH:19]=4)=[CH:4][CH:3]=3)=[CH:36][CH:35]=2)[CH2:33][CH2:32]1)[CH3:27].